Dataset: the Open Reaction Database (ORD), a public repository of structured organic reaction records. Task: describe an organic reaction: reactants, conditions, products, and yield Reactants: CN=C=O (methyl isocyanate), glass, OC1=C(C=NC2=C(C=C(C=C2)O)C)C=CC=C1 (4-(2-hydroxybenzylideneamino)-3-methylphenol). The reagents and catalysts are C(C)(=O)[O-].C(C)(=O)[O-].C(CCC)[Sn+2]CCCC (dibutyltin diacetate). Solvent: C(C)(=O)OCC (ethyl acetate). Reaction conditions: time 24 hour. Product: CNC(OC1=CC(=C(C=C1)N=CC1=C(C=CC=C1)O)C)=O (4-(2-hydroxybenzylideneamino)-3-methylphenyl methylcarbamate). The yield is 100.0%. Reaction SMILES: [OH:1][C:2]1[CH:17]=[CH:16][CH:15]=[CH:14][C:3]=1[CH:4]=[N:5][C:6]1[CH:11]=[CH:10][C:9]([OH:12])=[CH:8][C:7]=1[CH3:13].[CH3:18][N:19]=[C:20]=[O:21]>C([O-])(=O)C.C([O-])(=O)C.C([Sn+2]CCCC)CCC.C(OCC)(=O)C>[CH3:18][NH:19][C:20](=[O:21])[O:12][C:9]1[CH:10]=[CH:11][C:6]([N:5]=[CH:4][C:3]2[CH:14]=[CH:15][CH:16]=[CH:17][C:2]=2[OH:1])=[C:7]([CH3:13])[CH:8]=1 |f:2.3.4|. Procedure details: To a 350 milliliter glass pressure bottle equipped with a magnetic stirrer was added 4.54 grams (0.020 moles) of 4-(2-hydroxybenzylideneamino)-3-methylphenol prepared in Part A, 2.57 grams (0.045 moles) of methyl isocyanate, 100 milliliters of ethyl acetate and 5 drops of dibutyltin diacetate. The resulting reaction mixture was stirred for 24 hours at room temperature forming a precipitate. The precipitate was removed from the reaction mixture by filtration, washed with cold hexane and air dried... The reagents and catalysts are CCCC[N+](CCCC)(CCCC)CCCC.[I-] (TBAI). The yield is 31.8%. Product: OC(CCN1C(N(C=2N=C(N(C2C1=O)CC1=NC=CC=C1)CC1=CC(=CC=C1)OC(F)(F)F)C)=O)C (1-(3-hydroxybutyl)-3-methyl-7-(pyridin-2-ylmethyl)-8-(3-(trifluoromethoxy)benzyl)-1H-purine-2,6(3H,7H)-dione). Run at temperature 60 celsius, time 2 hour. Reported procedure: To a solution of 3-methyl-7-(pyridin-2-ylmethyl)-8-(3-(trifluoromethoxy)benzyl)-1H-purine-2,6(3H,7H)-dione (30 mg, 0.07 mmol) in DMF (1 mL) was added 3-hydroxybutyl 4-methylbenzenesulfonate (25.6 mg, 0.105 mmol, intermediate 33) followed by potassium carbonate (14.5 mg, 0.105 mmol) and a catalytic amount of TBAI. The reaction was stirred at 60° C. for 2 h. The reaction was partitioned between ethyl acetate and brine. The organic phase was dried and concentrated to give crude product, which was p... Reaction SMILES: [CH3:1][N:2]1[C:10]2[N:9]=[C:8]([CH2:11][C:12]3[CH:17]=[CH:16][CH:15]=[C:14]([O:18][C:19]([F:22])([F:21])[F:20])[CH:13]=3)[N:7]([CH2:23][C:24]3[CH:29]=[CH:28][CH:27]=[CH:26][N:25]=3)[C:6]=2[C:5](=[O:30])[NH:4][C:3]1=[O:31].CC1C=CC(S(O[CH2:43][CH2:44][CH:45]([OH:47])[CH3:46])(=O)=O)=CC=1.C(=O)([O-])[O-].[K+].[K+]>CN(C=O)C.CCCC[N+](CCCC)(CCCC)CCCC.[I-]>[OH:47][CH:45]([CH3:46])[CH2:44][CH2:43][N:4]1[C:5](=[O:30])[C:6]2[N:7]([CH2:23][C:24]3[CH:29]=[CH:28][CH:27]=[CH:26][N:25]=3)[C:8]([CH2:11][C:12]3[CH:17]=[CH:16][CH:15]=[C:14]([O:18][C:19]([F:22])([F:21])[F:20])[CH:13]=3)=[N:9][C:10]=2[N:2]([CH3:1])[C:3]1=[O:31] |f:2.3.4,6.7|. Solvent: CN(C)C=O (DMF). Reactants: CN1C(NC(C=2N(C(=NC12)CC1=CC(=CC=C1)OC(F)(F)F)CC1=NC=CC=C1)=O)=O (3-methyl-7-(pyridin-2-ylmethyl)-8-(3-(trifluoromethoxy)benzyl)-1H-purine-2,6(3H,7H)-dione), CC1=CC=C(C=C1)S(=O)(=O)OCCC(C)O (3-hydroxybutyl 4-methylbenzenesulfonate), CC1=CC=C(C=C1)S(=O)(=O)OCCC(C)O (3-hydroxybutyl 4-methylbenzenesulfonate), C([O-])([O-])=O.[K+].[K+] (potassium carbonate). Reaction SMILES: [Na].Cl.[NH2:3][OH:4].[CH3:5][O:6][C:7]1[CH:8]=[C:9]([NH:17][C:18]([CH2:20][C:21](OCC)=[O:22])=[O:19])[CH:10]=[C:11]([O:15][CH3:16])[C:12]=1[O:13][CH3:14]>CO>[CH3:5][O:6][C:7]1[CH:8]=[C:9]([OH:4])[CH:10]=[C:11]([O:15][CH3:16])[C:12]=1[O:13][CH3:14].[C:18]([CH2:20][C:21]([NH:3][OH:4])=[O:22])(=[O:19])[NH2:17] |f:1.2,5.6,^1:0|. Solvent: CO (methanol), CO (methanol). Procedure: 4.15 g (0.18 gram atom) of sodium are added in small pieces to 100 ml of anhydrous methanol and this cold solution is then poured into a solution of 7 g (0.1 mol) of hydroxylamine hydrochloride in 100 ml of methanol; the sodium chloride is filtered off and 23.8 g (0.08 mol) of ethyl 3,4,5-trimethoxyphenylcarbamoylacetate are added to the filtrate. The reactants are left in contact overnight, the mixture is evaporated to dryness in vacuo, the residue is taken up in water, the solution is acidifie... Run at time 8 hour. Reactants: [Na] (sodium), Cl.NO (hydroxylamine hydrochloride), COC=1C=C(C=C(C1OC)OC)NC(=O)CC(=O)OCC (ethyl 3,4,5-trimethoxyphenylcarbamoylacetate). The product is COC=1C=C(C=C(C1OC)OC)O.C(N)(=O)CC(=O)NO (3,4,5-Trimethoxyphenol carbamoyl-acetohydroxamic acid). Starting materials: ClC1=CC(=C(OCC(=O)O)C=C1)CN1CC(N(CC1)S(=O)(=O)CC1=CC=CC=C1)C ([4-Chloro-2-[[3-methyl-4-[(phenylmethyl]sulfonyl)-1-piperazinyl]methyl]phenoxy]acetic Acid), ( a ), C1(=CC=CC=C1)CC(=O)Cl (benzeneacetyl chloride). The product is ClC1=CC(=C(OCC(=O)O)C=C1)CN1CC(N(CC1)C(CC1=CC=CC=C1)=O)C ([4-Chloro-2-[[3-methyl-4-(phenylacetyl)-1-piperazinyl]methyl]phenoxy]acetic Acid). As a reaction SMILES: [Cl:1][C:2]1[CH:12]=[CH:11][C:5]([O:6][CH2:7][C:8]([OH:10])=[O:9])=[C:4]([CH2:13][N:14]2[CH2:19][CH2:18][N:17](S(CC3C=CC=CC=3)(=O)=O)[CH:16]([CH3:30])[CH2:15]2)[CH:3]=1.[C:31]1([CH2:37][C:38](Cl)=[O:39])[CH:36]=[CH:35][CH:34]=[CH:33][CH:32]=1>>[Cl:1][C:2]1[CH:12]=[CH:11][C:5]([O:6][CH2:7][C:8]([OH:10])=[O:9])=[C:4]([CH2:13][N:14]2[CH2:19][CH2:18][N:17]([C:38](=[O:39])[CH2:37][C:31]3[CH:36]=[CH:35][CH:34]=[CH:33][CH:32]=3)[CH:16]([CH3:30])[CH2:15]2)[CH:3]=1. Procedure: Prepared by the method of example 30, using the product from example 56 part (a) and benzeneacetyl chloride to give the title compound. The reactants are CCC1CO1, Cc1ccccc1, [H][H], [Na+], [Na+], O, O=S([O-])S(=O)(=O)[O-], O=C(Cl)C(Cc1ccccc1)N1C(=O)c2ccccc2C1=O. Product: O=CC(Cc1ccccc1)N1C(=O)c2ccccc2C1=O. As a reaction SMILES: [CH2:1]1[O:2][CH:3]1[CH2:4][CH3:5].[CH3:39][c:40]1[cH:41][cH:42][cH:43][cH:44][cH:45]1.[H:28][H:29].[Na+:37].[Na+:38].[OH2:46].[S:30]([S:31]([O-:32])=[O:33])([O-:34])(=[O:35])=[O:36].[c:6]1([CH2:12][CH:13]([C:14](=[O:15])[Cl:16])[N:17]2[C:18](=[O:27])[c:19]3[c:20]([cH:23][cH:24][cH:25][cH:26]3)[C:21]2=[O:22])[cH:7][cH:8][cH:9][cH:10][cH:11]1>>[c:6]1([CH2:12][CH:13]([CH:14]=[O:15])[N:17]2[C:18](=[O:27])[c:19]3[c:20]([cH:23][cH:24][cH:25][cH:26]3)[C:21]2=[O:22])[cH:7][cH:8][cH:9][cH:10][cH:11]1. Starting materials: BrC=1C=NC(=NC1)Cl (5-bromo-2-chloro-pyrimidine), C(Cl)(Cl)Cl (Chloroform), OCC=1N=C(OC1)C=CC1=CC=C(C=C1)C(F)(F)F (4-Hydroxymethyl-2-[2-(4-trifluoromethyl-phenyl)-vinyl]-oxazole), CC(C)(C)[O-].[Na+] (NaOtBu). The solvent is O1CCCC1 (THF), O1CCCC1 (tetrahydrofuran). Run at time 15 minute. The product is BrC=1C=NC(=NC1)OCC=1N=C(OC1)C=CC1=CC=C(C=C1)C(F)(F)F (5-bromo-2-{2-[2-(4-trifluoromethyl-phenyl)-vinyl]-oxazol-4-yl-methoxy}-pyrimidine). Yield: 100.0%. RXN SMILES: [OH:1][CH2:2][C:3]1[N:4]=[C:5]([CH:8]=[CH:9][C:10]2[CH:15]=[CH:14][C:13]([C:16]([F:19])([F:18])[F:17])=[CH:12][CH:11]=2)[O:6][CH:7]=1.CC([O-])(C)C.[Na+].[Br:26][C:27]1[CH:28]=[N:29][C:30](Cl)=[N:31][CH:32]=1.C(Cl)(Cl)Cl>O1CCCC1>[Br:26][C:27]1[CH:28]=[N:29][C:30]([O:1][CH2:2][C:3]2[N:4]=[C:5]([CH:8]=[CH:9][C:10]3[CH:15]=[CH:14][C:13]([C:16]([F:19])([F:18])[F:17])=[CH:12][CH:11]=3)[O:6][CH:7]=2)=[N:31][CH:32]=1 |f:1.2|. Procedure details: 4-Hydroxymethyl-2-[2-(4-trifluoromethyl-phenyl)-vinyl]-oxazole (0.538 g, 2.0 mmol) is dissolved in anhydrous tetrahydrofuran (THF) (10 ml) followed by the addition of NaOtBu (0.231 g, 2.4 mmol). After stirring for 15 min at r.t., 5-bromo-2-chloro-pyrimidine (0.426 g, 2.2 mmol) in THF (5 ml) is added slowly over a period of 10 min and stirred for further 30 min at r.t. Chloroform (25 ml) is added; the mixture is washed with 0.5N hydrochloric acid (HCl) and water, dried over MgSO4 and concentrated... The reactants are COCOc1cc(COC(C)=O)ccc1Cl, CO, [Na+], C1CCOC1, [OH-]. Yields the product COCOc1cc(CO)ccc1Cl. RXN SMILES: [C:1](=[O:2])([CH3:3])[O:4][CH2:5][c:6]1[cH:7][c:8]([O:13][CH2:14][O:15][CH3:16])[c:9]([Cl:12])[cH:10][cH:11]1.[CH3:19][OH:20].[Na+:18].[O:21]1[CH2:22][CH2:23][CH2:24][CH2:25]1.[OH-:17]>>[OH:4][CH2:5][c:6]1[cH:7][c:8]([O:13][CH2:14][O:15][CH3:16])[c:9]([Cl:12])[cH:10][cH:11]1.